Dataset: the Open Reaction Database (ORD), a public repository of structured organic reaction records. Task: describe an organic reaction: reactants, conditions, products, and yield Reactants: CCC1Oc2cc(C(=O)OC)ccc2NC1=O, CCI, CN(C)C=O, CCOC(C)=O, [H-], [Na+], O. The product is CCC1Oc2cc(C(=O)OC)ccc2N(CC)C1=O. As a reaction SMILES: [CH2:1]([CH3:2])[CH:3]1[O:4][c:5]2[c:6]([cH:10][cH:11][c:12]([C:14](=[O:15])[O:16][CH3:17])[cH:13]2)[NH:7][C:8]1=[O:9].[CH2:20]([CH3:21])[I:22].[CH3:24][N:25]([CH3:26])[CH:27]=[O:28].[CH3:29][CH2:30][O:31][C:32](=[O:33])[CH3:34].[H-:18].[Na+:19].[OH2:23]>>[CH2:1]([CH3:2])[CH:3]1[O:4][c:5]2[c:6]([cH:10][cH:11][c:12]([C:14](=[O:15])[O:16][CH3:17])[cH:13]2)[N:7]([CH2:20][CH3:21])[C:8]1=[O:9].